From a dataset of the Open Reaction Database (ORD), a public repository of structured organic reaction records. describe an organic reaction: reactants, conditions, products, and yield Starting materials: ClC=1N=NC(=CC1N1CCCC1)Cl (3,6-Dichloro-4-(pyrrolidin-1-yl)pyridazine), O.NN (hydrazine hydrate). Solvent: O1CCOCC1 (dioxan). Yields the product ClC=1N=NC(=CC1N1CCCC1)NN (3-Chloro-6-hydrazino-4-(pyrrolidin-1-yl)pyridazine). As a reaction SMILES: [Cl:1][C:2]1[N:3]=[N:4][C:5](Cl)=[CH:6][C:7]=1[N:8]1[CH2:12][CH2:11][CH2:10][CH2:9]1.O.[NH2:15][NH2:16]>O1CCOCC1>[Cl:1][C:2]1[N:3]=[N:4][C:5]([NH:15][NH2:16])=[CH:6][C:7]=1[N:8]1[CH2:12][CH2:11][CH2:10][CH2:9]1 |f:1.2|. Procedure: 3,6-Dichloro-4-(pyrrolidin-1-yl)pyridazine (7.2 g, 33 mmol) and hydrazine hydrate (9.96 g, 0.2 mol) were heated at reflux in dioxan (130 ml) for 6 hours. Upon cooling the desired isomer crystallized from the reaction and was collected by filtration (4.1 g, 58%). 1H NMR (250 MHz , d6-DMSO) 1.79-1.84 (4H, m), 3.25-3.40 (4H, m), 4.12 (2H, br), 6.09 (1H, s), 7.47 (1H, s). MS (ES+) 214 [MH]+, 216 [MH]+. Starting materials: NC1=CC=C(C=C1)N1C2=C(NC(CC1=O)=O)C1=CC=CC=C1C=C2 (5-(4-Aminophenyl)-1H-naphtho[1,2-b][1,4]diazepine-2,4(3H,5H)-dione), C(C)C1=CC=CC=2N(C(CC(NC21)=O)=O)C2=CC=C(C=C2)NC(OC(C)(C)C)=O (tert-Butyl 4-(6-ethyl-2,4-dioxo-2,3,4,5-tetrahydro-1H-benzo[b][1,4]diazepin-1-yl)phenylcarbamate), BrC=1C=C(C=CC1)S(=O)(=O)Cl (3-bromobenzenesulfonyl chloride). Solvent: N1=CC=CC=C1 (pyridine). Yields the product BrC=1C=C(C=CC1)S(=O)(=O)NC1=CC=C(C=C1)N1C2=C(NC(CC1=O)=O)C1=CC=CC=C1C=C2 (3-Bromo-N-[4-(2,4-dioxo-1,2,3,4-tetrahydronaphtho[1,2-b][1,4]diazepin-5-yl)phenyl]benzenesulfonamide). The yield is 60.0%. RXN SMILES: [NH2:1][C:2]1[CH:7]=[CH:6][C:5]([N:8]2[C:14](=[O:15])[CH2:13][C:12](=[O:16])[NH:11][C:10]3[C:17]4[C:22]([CH:23]=[CH:24][C:9]2=3)=[CH:21][CH:20]=[CH:19][CH:18]=4)=[CH:4][CH:3]=1.C(C1C2NC(=O)CC(=O)N(C3C=CC(NC(=O)OC(C)(C)C)=CC=3)C=2C=CC=1)C.[Br:54][C:55]1[CH:56]=[C:57]([S:61](Cl)(=[O:63])=[O:62])[CH:58]=[CH:59][CH:60]=1>N1C=CC=CC=1>[Br:54][C:55]1[CH:56]=[C:57]([S:61]([NH:1][C:2]2[CH:7]=[CH:6][C:5]([N:8]3[C:14](=[O:15])[CH2:13][C:12](=[O:16])[NH:11][C:10]4[C:17]5[C:22]([CH:23]=[CH:24][C:9]3=4)=[CH:21][CH:20]=[CH:19][CH:18]=5)=[CH:4][CH:3]=2)(=[O:63])=[O:62])[CH:58]=[CH:59][CH:60]=1. Procedure details: 5-(4-Aminophenyl)-1H-naphtho[1,2-b][1,4]diazepine-2,4(3H,5H)-dione obtained in Example 1, (3) (15 mg, 0.047 mmol), and 3-bromobenzenesulfonyl chloride (24 mg, 0.095 mmol) were treated by heating in pyridine (1.0 mL). After the disappearance of the starting materials was confirmed, the same treatment as that of Example 145 was performed to give the title compound (15 mg, yield 60%) as slightly brown amorphous.